From a dataset of the Open Reaction Database (ORD), a public repository of structured organic reaction records. describe an organic reaction: reactants, conditions, products, and yield Reactants: [H-].[H-].[H-].[H-].[Li+].[Al+3] (LAH), [OH-].[Na+] (NaOH), O (water), N(=[N+]=[N-])C(CC(=O)NCC(F)(F)F)(C)C (3-Azido-3-methyl-N-(2,2,2-trifluoroethyl)butanamide), O (water). Run in C1CCOC1 (THF), C1CCOC1 (THF). Run at temperature 70 celsius, time 10 minute. The product is CC(CCNCC(F)(F)F)(C)N (3-Methyl-N1-(2,2,2-trifluoroethyl)butane-1,3-diamine). As a reaction SMILES: [N:1]([C:4]([CH3:15])([CH3:14])[CH2:5][C:6]([NH:8][CH2:9][C:10]([F:13])([F:12])[F:11])=O)=[N+]=[N-].[H-].[H-].[H-].[H-].[Li+].[Al+3].O.[OH-].[Na+]>C1COCC1>[CH3:15][C:4]([NH2:1])([CH3:14])[CH2:5][CH2:6][NH:8][CH2:9][C:10]([F:11])([F:12])[F:13] |f:1.2.3.4.5.6,8.9|. Procedure: 3-Azido-3-methyl-N-(2,2,2-trifluoroethyl)butanamide (10.9 g, 48.4 mmol) was dissolved into anhydrous THF (50 mL) and added dropwise to a suspension of LAH (3.67 g, 2.0 equiv, 96.8 mmol) in anhydrous THF (200 mL) to maintain the reaction at reflux (30 min). After complete addition, the flask was fitted with a condenser and the reaction heated in a 70° C. oil bath for 8 h. The reaction mixture was cooled in an ice bath and water (4 mL) was added dropwise over 20 min. Then 15% NaOH solution (4 mL) ...